This data is from the Open Reaction Database (ORD), a public repository of structured organic reaction records. The task is: describe an organic reaction: reactants, conditions, products, and yield Reactants: OC1=C2C(OC(C2=CC=C1)=O)=O (4-Hydroxyisobenzofuran-1,3-dione), Cl.NCC(=O)OC (methyl 2-aminoacetate hydrochloride). Product: OC1=C2C(N(C(C2=CC=C1)=O)CC(=O)OC)=O (methyl 2-(4-hydroxy-1,3-dioxoisoindolin-2-yl)acetate). Yield: 18.6%. RXN SMILES: [OH:1][C:2]1[CH:10]=[CH:9][CH:8]=[C:7]2[C:3]=1[C:4](=[O:12])O[C:6]2=[O:11].Cl.[NH2:14][CH2:15][C:16]([O:18][CH3:19])=[O:17]>>[OH:1][C:2]1[CH:10]=[CH:9][CH:8]=[C:7]2[C:3]=1[C:4](=[O:12])[N:14]([CH2:15][C:16]([O:18][CH3:19])=[O:17])[C:6]2=[O:11] |f:1.2|. Procedure details: 4-Hydroxyisobenzofuran-1,3-dione (600 mg, 3.66 mmol) and methyl 2-aminoacetate hydrochloride (505 mg, 4.02 mmol) were finely dispersed on Montmorillonite K10 (powder, Sigma-Aldrich) (1.2 g) and the solid mixture was reacted under microwave irradiation at 150° C. for 30 minutes. Montmorillonite was washed with MeOH and the solvent was evaporated under vacuum. The crude was purified by preparative HPLC (Method 1) recovering the title compound (160 mg, 0.680 mmol, 19% yield). MS/ESI+ 236.1 [MH]+. The product is NCCCOC1=CC=C(C=C1)C=1C(CC(NN1)=O)C (6-[4-(3-aminopropyloxy)phenyl]-5-methyl-4,5-dihydro-3(2H)pyridazinone). Reported procedure: A mixture of 0.997 g (2.55 mmol) of the phthalimide prepared above, 124 microliters (2.55 mmol) of 98% hydrazine monohydrate, and 25 ml of ethanol is heated at reflux under N2 overnight. TLC (90:10 CHCl3 :CH3OH) of the reaction mixture showed some phthalimide still present. An additional 25 ml of hydrazine was added, and the mixture heated at reflux for 3 hrs. The solvent is removed under vacuum, the residue taken up in about 10 ml of CH3OH and flash chromatographed on silica gel (90:10:2 CHCl3 ... Reaction SMILES: C1(=O)[N:5]([CH2:6][CH2:7][CH2:8][O:9][C:10]2[CH:15]=[CH:14][C:13]([C:16]3[CH:17]([CH3:23])[CH2:18][C:19](=[O:22])[NH:20][N:21]=3)=[CH:12][CH:11]=2)C(=O)C2=CC=CC=C12.O.NN.C1(=O)NC(=O)C2=CC=CC=C12.NN>CO.C(Cl)(Cl)Cl.C(O)C>[NH2:5][CH2:6][CH2:7][CH2:8][O:9][C:10]1[CH:11]=[CH:12][C:13]([C:16]2[CH:17]([CH3:23])[CH2:18][C:19](=[O:22])[NH:20][N:21]=2)=[CH:14][CH:15]=1 |f:1.2|. The solvent is C(C)O (ethanol), CO (CH3OH), C(Cl)(Cl)Cl (CHCl3). Yield: 79.7%. Reactants: C1(C=2C(C(N1CCCOC1=CC=C(C=C1)C=1C(CC(NN1)=O)C)=O)=CC=CC2)=O (6-[4-(3-phthalimidopropyloxy)phenyl]-5-methyl-4,5-dihydro-3(2H)-pyridazinone), NN (hydrazine), O.NN (hydrazine monohydrate), C1(C=2C(C(N1)=O)=CC=CC2)=O (phthalimide). The reactants are CN, CCO, CCOC(=O)C(NC(=O)c1ccc(F)cc1C(F)(F)F)C(O)C(F)(F)F. Product: CNC(=O)C(NC(=O)c1ccc(F)cc1C(F)(F)F)C(O)C(F)(F)F. Reaction SMILES: [CH3:27][NH2:28].[CH3:29][CH2:30][OH:31].[F:1][C:2]([CH:3]([CH:4]([C:5](=[O:6])[O:7][CH2:8][CH3:9])[NH:10][C:11]([c:12]1[c:13]([C:19]([F:20])([F:21])[F:22])[cH:14][c:15]([F:18])[cH:16][cH:17]1)=[O:23])[OH:24])([F:25])[F:26]>>[F:1][C:2]([CH:3]([CH:4]([C:5](=[O:6])[NH:28][CH3:27])[NH:10][C:11]([c:12]1[c:13]([C:19]([F:20])([F:21])[F:22])[cH:14][c:15]([F:18])[cH:16][cH:17]1)=[O:23])[OH:24])([F:25])[F:26]. Reactants: CCCCC (pentane), CCC(C)C (isopentane), C (methane), CCC (propane), CCC (propane). Run in CCCCCC (hexane). Conditions: temperature 150 celsius. The product is CC (ethane), CC(C)C (isobutane), CCCC (butane). As a reaction SMILES: [CH3:1][CH2:2]C.C.[CH3:5][CH2:6][CH2:7][CH2:8]C.C[CH2:11][CH:12]([CH3:14])[CH3:13]>CCCCCC>[CH3:1][CH3:2].[CH3:11][CH:12]([CH3:14])[CH3:13].[CH3:5][CH2:6][CH2:7][CH3:8]. Procedure: The [W]s—H catalyst (55.7 mg; 4.96% W/SiO2; 15.01 micromol of W) supported on silica is prepared as described above and then the reactor is charged with propane at atmospheric pressure (propane/W=790) and heated at 150° C. under batch conditions. A mixture of methane, of ethane, of isobutane, of butane, of pentane and, in a smaller proportion, of isopentane and of hexane is gradually obtained according to the following Table 5.